Dataset: the Open Reaction Database (ORD), a public repository of structured organic reaction records. Task: describe an organic reaction: reactants, conditions, products, and yield Reactants: Brc1cccnc1, C#CC1(O)CCC2(C)C(CCC3C2CCC2(C)C(C(C)=O)CCC32)C1. Yields the product CC(=O)C1CCC2C3CCC4CC(O)(C#Cc5cccnc5)CCC4(C)C3CCC12C. Reaction SMILES: [Br:1][c:2]1[cH:3][n:4][cH:5][cH:6][cH:7]1.[C:8](#[CH:9])[C:10]1([OH:32])[CH2:11][CH:12]2[CH2:13][CH2:14][CH:15]3[CH:16]4[CH2:17][CH2:18][CH:19]([C:20]([CH3:21])=[O:22])[C:23]4([CH3:31])[CH2:24][CH2:25][CH:26]3[C:27]2([CH3:30])[CH2:28][CH2:29]1>>[c:2]1([C:9]#[C:8][C:10]2([OH:32])[CH2:11][CH:12]3[CH2:13][CH2:14][CH:15]4[CH:16]5[CH2:17][CH2:18][CH:19]([C:20]([CH3:21])=[O:22])[C:23]5([CH3:31])[CH2:24][CH2:25][CH:26]4[C:27]3([CH3:30])[CH2:28][CH2:29]2)[cH:3][n:4][cH:5][cH:6][cH:7]1. Reaction SMILES: [F:1][C:2]1[CH:3]=[CH:4][C:5]2[N:11]=[C:10]([NH:12][NH2:13])[CH2:9][N:8]=[C:7]([C:14]3[CH:19]=[CH:18][CH:17]=[CH:16][C:15]=3[Cl:20])[C:6]=2[CH:21]=1.[C:22]([O:27][CH3:28])(=[O:26])[C:23]([CH3:25])=O>>[F:1][C:2]1[CH:3]=[CH:4][C:5]2[N:11]=[C:10]([NH:12][N:13]=[C:23]([C:22]([O:27][CH3:28])=[O:26])[CH3:25])[CH2:9][N:8]=[C:7]([C:14]3[CH:19]=[CH:18][CH:17]=[CH:16][C:15]=3[Cl:20])[C:6]=2[CH:21]=1. The reactants are FC=1C=CC2=C(C(=NCC(=N2)NN)C2=C(C=CC=C2)Cl)C1 (7-fluoro-2-hydrazino-5-(o-chlorophenyl)-3H-1,4-benzodiazepine), C(C(=O)C)(=O)OC (methyl pyruvate). Yields the product FC=1C=CC2=C(C(=NCC(=N2)NN=C(C)C(=O)OC)C2=C(C=CC=C2)Cl)C1 (7-fluoro-2-[[1-(methoxycarbonyl)ethylidene]hydrazino]-5-(o-chlorophenyl)-3H-1,4-benzodiazepine). Reported procedure: In the manner given in Example 1, 7-fluoro-2-hydrazino-5-(o-chlorophenyl)-3H-1,4-benzodiazepine can be stirred with methyl pyruvate at room temperature to give 7-fluoro-2-[[1-(methoxycarbonyl)ethylidene]hydrazino]-5-(o-chlorophenyl)-3H-1,4-benzodiazepine. Reactants: ClCCl, CCC1CC(NC(=O)OC)c2cc(C(F)(F)F)ccc2N1, CCOC(=O)Cl, c1ccncc1. The product is CCOC(=O)N1c2ccc(C(F)(F)F)cc2C(NC(=O)OC)CC1CC. Reaction SMILES: [CH2:34]([Cl:35])[Cl:36].[CH3:1][O:2][C:3]([NH:4][CH:5]1[CH2:6][CH:7]([CH2:19][CH3:20])[NH:8][c:9]2[cH:10][cH:11][c:12]([C:15]([F:16])([F:17])[F:18])[cH:13][c:14]21)=[O:21].[Cl:28][C:29](=[O:30])[O:31][CH2:32][CH3:33].[cH:22]1[cH:23][cH:24][n:25][cH:26][cH:27]1>>[CH3:1][O:2][C:3]([NH:4][CH:5]1[CH2:6][CH:7]([CH2:19][CH3:20])[N:8]([C:29](=[O:30])[O:31][CH2:32][CH3:33])[c:9]2[cH:10][cH:11][c:12]([C:15]([F:16])([F:17])[F:18])[cH:13][c:14]21)=[O:21]. Starting materials: ClC1=C(C(=CC(=C1)C(F)(F)F)[N+](=O)[O-])NC ((2-chloro-6-nitro-4-trifluoromethylphenyl)-methylamine), [H][H] (hydrogen). Reagents/catalysts: [Ni] (Raney® nickel). Run in C(C)O (ethanol). Yields the product ClC1=C(C(=CC(=C1)C(F)(F)F)N)NC (3-chloro-N2-methyl-5-trifluoromethylbenzene-1,2-diamine). Yield: 90.4%. As a reaction SMILES: [Cl:1][C:2]1[CH:7]=[C:6]([C:8]([F:11])([F:10])[F:9])[CH:5]=[C:4]([N+:12]([O-])=O)[C:3]=1[NH:15][CH3:16].[H][H]>[Ni].C(O)C>[Cl:1][C:2]1[CH:7]=[C:6]([C:8]([F:11])([F:10])[F:9])[CH:5]=[C:4]([NH2:12])[C:3]=1[NH:15][CH3:16]. Reported procedure: To a mixture of (2-chloro-6-nitro-4-trifluoromethylphenyl)-methylamine (3.70 g) and ethanol (60 ml), Raney® nickel (slurry in water, 0.5 ml) was added, and stirred under about 1 atm of hydrogen at room temperature for 1.5 hours. The reaction mixture was filtered. The filtrate was concentrated under reduced pressure. The resulting residue was subjected to silica gel column chromatography to give 2.95 g of 3-chloro-N2-methyl-5-trifluoromethylbenzene-1,2-diamine. Isolated yield 875.9%. Starting materials: C(C)C=1C=C(N)C=CC1 (3-ethylaniline), C(C)(OCC)(OCC)OCC (triethyl orthoacetate), C(C)(=O)O (acetic acid). Procedure details: A mixture of 3-ethylaniline (1.0 g, 8.25 mmol), triethyl orthoacetate (0.670 g, 4.13 mmol) and glacial acetic acid (0.019 ml, 0.33 mmol) was heated to reflux in an oil bath at 125°-140° C. for 3 hr. It was purified by flash chromatography on silica gel and the product was then crystallized from pet-ether-dichloromethane to give the title compound (0.770 g, 72%) as an off-white soft crystal. Mp 86°-87° C. Reaction SMILES: [CH2:1]([C:3]1[CH:4]=[C:5]([CH:7]=[CH:8][CH:9]=1)[NH2:6])[CH3:2].C(O[CH2:19][CH3:20])(OCC)(OCC)C.[C:21](O)(=O)[CH3:22]>>[CH2:1]([C:3]1[CH:4]=[C:5]([NH:6][C:5](=[N:6][C:21]2[CH:22]=[CH:9][CH:3]=[C:1]([CH2:19][CH3:20])[CH:2]=2)[CH3:4])[CH:7]=[CH:8][CH:9]=1)[CH3:2]. The product is C(C)C=1C=C(C=CC1)NC(C)=NC1=CC(=CC=C1)CC (N,N'-Bis(3-ethylphenyl)acetamidine). Starting materials: BrCC1CO1, O=C([O-])[O-], [K+], [K+], Oc1ccc(Nc2ncc(Br)c(Nc3ccccc3)n2)c(F)c1, CN(C)C=O. Yields the product Fc1cc(OCC2CO2)ccc1Nc1ncc(Br)c(Nc2ccccc2)n1. As a reaction SMILES: [Br:7][CH2:8][CH:9]1[CH2:10][O:11]1.[C:1](=[O:2])([O-:3])[O-:4].[K+:5].[K+:6].[NH:12]([c:13]1[cH:14][cH:15][cH:16][cH:17][cH:18]1)[c:19]1[n:20][c:21]([NH:26][c:27]2[c:28]([F:34])[cH:29][c:30]([OH:33])[cH:31][cH:32]2)[n:22][cH:23][c:24]1[Br:25].[O:35]=[CH:36][N:37]([CH3:38])[CH3:39]>>[CH2:8]([CH:9]1[CH2:10][O:11]1)[O:33][c:30]1[cH:29][c:28]([F:34])[c:27]([NH:26][c:21]2[n:20][c:19]([NH:12][c:13]3[cH:14][cH:15][cH:16][cH:17][cH:18]3)[c:24]([Br:25])[cH:23][n:22]2)[cH:32][cH:31]1. The reactants are OC=1C=C2C=CNC2=CC1 (5-hydroxy-indole), C([O-])([O-])=O.[K+].[K+] (potassium carbonate), C(C)(C)I (isopropyl iodide). The solvent is C(C)#N (acetonitrile). Run at time 2 day. The product is C(C)(C)OC=1C=C2C=CNC2=CC1 (5-Isopropoxy-indole). Isolated yield 65.4%. As a reaction SMILES: [OH:1][C:2]1[CH:3]=[C:4]2[C:8](=[CH:9][CH:10]=1)[NH:7][CH:6]=[CH:5]2.C(=O)([O-])[O-].[K+].[K+].[CH:17](I)([CH3:19])[CH3:18]>C(#N)C>[CH:17]([O:1][C:2]1[CH:3]=[C:4]2[C:8](=[CH:9][CH:10]=1)[NH:7][CH:6]=[CH:5]2)([CH3:19])[CH3:18] |f:1.2.3|. Procedure details: To a solution of 5-hydroxyindole 23 (2.0 g, 0.015 mol) in 20 ml of acetonitrile, anhydrous potassium carbonate (4 grams, 0.028 mol) was added and stirred vigorously before isopropyl iodide (3 grams, 0.018 mol) was added. The reaction was stirred for 2 days at room temperature and the solid was washed with acetonitrile. The filtrate was concentrated and purified with flash-chromatography (80% n-hexane/20% ethyl acetate) to give the desired product 24 as a light-yellowish oil (1.72 g, 83%; M+1=176... Procedure: Trifluoroacetic acid (2.0 mL) was added dropwise to 84 (179 mg, 0.438 mmol) dissolved in CH2Cl2 (2 mL) at 0 (C. The reaction mixture was stirred at RT for 3 h and the volatiles were removed under reduced pressure. The residue was recrystallized (EtOAc:hexanes) to afford 120 mg (78%) of 85 as a yellow solid. 1H NMR (400 MHz, DMSO-d6): δ 1.52 (br s, 6H), 2.13 (m, 4H), 6.45 (d, J=16.0 Hz, 1H), 6.67 (d, J=8.2 Hz, 1H), 6.76 (dd, J=12.3 Hz, 1.7 Hz, 1H), 6.85 (t, J=8.8 Hz, 1H), 7.08 (d, J=8.1 Hz, 2H), ... Yield: 77.7%. The reactants are FC(C(=O)O)(F)F (Trifluoroacetic acid), C1(CCCCC1)=C(C1=CC=C(C=C1)/C=C/C(=O)OC(C)(C)C)C1=CC(=C(C=C1)O)F (1,1-Dimethylethyl (2E)-3-{4-[cyclohexylidene(3-fluoro-4-hydroxyphenyl)methyl]phenyl}-2-propenoate). Conditions: time 3 hour. Reaction SMILES: FC(F)(F)C(O)=O.[C:8]1(=[C:14]([C:30]2[CH:35]=[CH:34][C:33]([OH:36])=[C:32]([F:37])[CH:31]=2)[C:15]2[CH:20]=[CH:19][C:18](/[CH:21]=[CH:22]/[C:23]([O:25]C(C)(C)C)=[O:24])=[CH:17][CH:16]=2)[CH2:13][CH2:12][CH2:11][CH2:10][CH2:9]1>C(Cl)Cl>[C:8]1(=[C:14]([C:30]2[CH:35]=[CH:34][C:33]([OH:36])=[C:32]([F:37])[CH:31]=2)[C:15]2[CH:16]=[CH:17][C:18](/[CH:21]=[CH:22]/[C:23]([OH:25])=[O:24])=[CH:19][CH:20]=2)[CH2:13][CH2:12][CH2:11][CH2:10][CH2:9]1. Product: C1(CCCCC1)=C(C1=CC=C(C=C1)/C=C/C(=O)O)C1=CC(=C(C=C1)O)F ((2E)-3-{4-[Cyclohexylidene(3-fluoro-4-hydroxyphenyl)methyl]phenyl}-2-propenoic acid). Run in C(Cl)Cl (CH2Cl2). Reactants: C(=O)O (formic acid), C(C)OC(CC(CCC=C)OC)OCC (7,7-diethoxy-5-methoxyhept-1-ene), C(C)(=O)[O-].[Na+] (sodium acetate), Cl.NO (hydroxylamine hydrochloride). The solvent is C(C)O (ethanol). Run at time 10 minute. Product: COC(CC=NO)CCC=C (3-methoxyhept-6-enal oxime). Reaction SMILES: C(O)=O.C(O[CH:7](OCC)[CH2:8][CH:9]([O:14][CH3:15])[CH2:10][CH2:11][CH:12]=[CH2:13])C.C([O-])(=O)C.[Na+].Cl.[NH2:25][OH:26]>C(O)C>[CH3:15][O:14][CH:9]([CH2:10][CH2:11][CH:12]=[CH2:13])[CH2:8][CH:7]=[N:25][OH:26] |f:2.3,4.5|. Procedure: A 80% formic acid solution (30 mL) was added to 7,7-diethoxy-5-methoxyhept-1-ene obtained in Preparation Example 57-(2) (2.98 g), and the mixture was stirred at room temperature for 10 minutes. After further adding a 75% ethanol solution (64 mL), sodium acetate (3.75 g) and hydroxylamine hydrochloride (1.92 g) were added, followed by further stirring for one hour and 20 minutes. The solvent was concentrated to about 40 mL under reduced pressure, followed by extraction with ethyl acetate. The res...